This data is from the Open Reaction Database (ORD), a public repository of structured organic reaction records. The task is: describe an organic reaction: reactants, conditions, products, and yield Starting materials: FC=1C(=CC2=C(NC(O2)=O)C1)F (5,6-difluoro-3H-benzoxazol-2-one), BrC(C)C1=CC(=CC=C1)[N+](=O)[O-] ((1-bromoethyl)-3-nitrobenzene), C([O-])([O-])=O.[K+].[K+] (potassium carbonate). The solvent is C(C)#N (acetonitrile), CC(C)(C)OC (MTBE). Conditions: temperature 60 celsius, time 6 hour. The product is FC=1C(=CC2=C(N(C(O2)=O)C(C)C2=CC(=CC=C2)[N+](=O)[O-])C1)F (5,6-difluoro-3-[1-(3-nitrophenyl)ethyl]-3H-benzoxazol-2-one). RXN SMILES: [F:1][C:2]1[C:3]([F:12])=[CH:4][C:5]2[O:9][C:8](=[O:10])[NH:7][C:6]=2[CH:11]=1.Br[CH:14]([C:16]1[CH:21]=[CH:20][CH:19]=[C:18]([N+:22]([O-:24])=[O:23])[CH:17]=1)[CH3:15].C(=O)([O-])[O-].[K+].[K+]>C(#N)C.CC(OC)(C)C>[F:1][C:2]1[C:3]([F:12])=[CH:4][C:5]2[O:9][C:8](=[O:10])[N:7]([CH:14]([C:16]3[CH:21]=[CH:20][CH:19]=[C:18]([N+:22]([O-:24])=[O:23])[CH:17]=3)[CH3:15])[C:6]=2[CH:11]=1 |f:2.3.4|. Procedure: 500 mg (2.9 mmol) of 5,6-difluoro-3H-benzoxazol-2-one, 672 mg (2.9 mmol) of (1-bromoethyl)-3-nitrobenzene and 1.58 g (11.4 mmol) of potassium carbonate are suspended in 6 ml of acetonitrile, and the mixture is stirred at 60° C. for 6 h. The mixture is subsequently diluted with 30 ml of MTBE, washed with 3×20 ml of H2O, dried over sodium sulfate and evaporated to dryness. The crude product is purified by column chromatography on silica gel. Starting materials: BrC1=NC=CC=C1 (2-Bromopyridine), FC1=CC=C(CCN2CCC(CC2)N2CCC3=CC=C(C=C23)C=O)C=C1 (1-[1-(4-fluorophenethyl)-piperidin-4-yl]-6-formylindoline). The solvent is C(C)OCC (diethyl ether). Yields the product FC1=CC=C(CCN2CCC(CC2)N2CCC3=CC=C(C=C23)C(C2=NC=CC=C2)O)C=C1 (1-[1-(4-fluorophenethyl)-piperidin-4-yl]-6-[1-hydroxy-1-(2-pyridyl)methyl]indoline). The yield is 56.1%. RXN SMILES: Br[C:2]1[CH:7]=[CH:6][CH:5]=[CH:4][N:3]=1.[F:8][C:9]1[CH:33]=[CH:32][C:12]([CH2:13][CH2:14][N:15]2[CH2:20][CH2:19][CH:18]([N:21]3[C:29]4[C:24](=[CH:25][CH:26]=[C:27]([CH:30]=[O:31])[CH:28]=4)[CH2:23][CH2:22]3)[CH2:17][CH2:16]2)=[CH:11][CH:10]=1>C(OCC)C>[F:8][C:9]1[CH:33]=[CH:32][C:12]([CH2:13][CH2:14][N:15]2[CH2:16][CH2:17][CH:18]([N:21]3[C:29]4[C:24](=[CH:25][CH:26]=[C:27]([CH:30]([OH:31])[C:2]5[CH:7]=[CH:6][CH:5]=[CH:4][N:3]=5)[CH:28]=4)[CH2:23][CH2:22]3)[CH2:19][CH2:20]2)=[CH:11][CH:10]=1. Procedure details: 2-Bromopyridine (0.16 ml), 1-[1-(4-fluorophenethyl)-piperidin-4-yl]-6-formylindoline (0.5 g) and diethyl ether employed as the solvent were treated as in Example 93 to give the title compound (0.344 g) as a yellow oil (yield: 56.1%). Reactants: COc1cc2c(=O)c(-c3ccc(C4(NC(=O)OC(C)(C)C)CCC4)cc3)c(-c3ccccc3)oc2cc1C#N, NC1(c2ccc(-c3c(-c4ccccc4)oc4ccc(F)cc4c3=O)cc2)CCC1. The product is COc1cc2c(=O)c(-c3ccc(C4(N)CCC4)cc3)c(-c3ccccc3)oc2cc1C#N. RXN SMILES: [C:30]([O:31][C:32](=[O:33])[NH:36][C:37]1([c:41]2[cH:42][cH:43][c:44](-[c:47]3[c:48](-[c:62]4[cH:63][cH:64][cH:65][cH:66][cH:67]4)[o:49][c:50]4[cH:51][c:52]([C:60]#[N:61])[c:53]([O:58][CH3:59])[cH:54][c:55]4[c:56]3=[O:57])[cH:45][cH:46]2)[CH2:38][CH2:39][CH2:40]1)([CH3:34])([CH3:35])[CH3:68].[NH2:1][C:2]1([c:3]2[cH:4][cH:5][c:6](-[c:7]3[c:8](=[O:9])[c:10]4[c:11]([cH:12][cH:13][c:14]([F:15])[cH:16]4)[o:17][c:18]3-[c:19]3[cH:20][cH:21][cH:22][cH:23][cH:24]3)[cH:25][cH:26]2)[CH2:27][CH2:28][CH2:29]1>>[NH2:36][C:37]1([c:41]2[cH:42][cH:43][c:44](-[c:47]3[c:48](-[c:62]4[cH:63][cH:64][cH:65][cH:66][cH:67]4)[o:49][c:50]4[cH:51][c:52]([C:60]#[N:61])[c:53]([O:58][CH3:59])[cH:54][c:55]4[c:56]3=[O:57])[cH:45][cH:46]2)[CH2:38][CH2:39][CH2:40]1. Yield: 89.2%. Conditions: time 3 hour. Product: OCCCCCNCC=1C2=CC=CC=C2C=C2C=CC=CC12 (9-((5-hydroxypentyl)aminomethyl)anthracene). RXN SMILES: [C:1]1(C=O)[C:14]2[C:5](=[CH:6][C:7]3[C:12]([CH:13]=2)=[CH:11][CH:10]=[CH:9][CH:8]=3)[CH:4]=[CH:3][CH:2]=1.[NH2:17][CH2:18][CH2:19][CH2:20][CH2:21][CH2:22][OH:23].[BH4-].[Na+].[CH2:26](O)C>>[OH:23][CH2:22][CH2:21][CH2:20][CH2:19][CH2:18][NH:17][CH2:26][C:6]1[C:5]2[C:14]([CH:13]=[C:12]3[C:7]=1[CH:8]=[CH:9][CH:10]=[CH:11]3)=[CH:1][CH:2]=[CH:3][CH:4]=2 |f:2.3|. Reactants: C1(=CC=CC2=CC3=CC=CC=C3C=C12)C=O (anthraldehyde), NCCCCCO (5-amino-1-pentanol), C(C)O (ethanol), [BH4-].[Na+] (NaBH4). Procedure: A solution of anthraldehyde (9.595 g, 0.0465 mol) and 5-amino-1-pentanol (15.00 g, 0.116 mol) dissolved in 500 mL ethanol at 0° C. was stirred for 3 h. After warming to room temperature the solvent was removed under reduced pressure, and 150 mL of ethanol containing NaBH4 (4.65 g, 0.1229 mol) was added slowly with stirring. The resulting mixture was allowed to stir overnight. The ethanol was removed under reduced pressure and to the brown oil/solid mixture was added 150 mL diethyl ether. Water w... Starting materials: S(O)(O)(=O)=O (sulfuric acid), NC1=CC=CC2=C1C(NS2(=O)=O)=O (4-amino-1,2-benzoisothiazol-3(2H)-one-1,1-dioxide), N(=O)[O-].[Na+] (sodium nitrite). Run in Cl (hydrochloric acid), Cl (hydrochloric acid). Product: 1,2-benzoisothiazol-3(2H)-one-1,1-dioxide-4-diazonium chloride, OC1=CC=CC2=C1C(NS2(=O)=O)=O (4-hydroxy-1,2-benzoisothiazol-3(2H)-one-1,1-dioxide). Isolated yield 40.0%. As a reaction SMILES: N[C:2]1[C:7]2[C:8](=[O:13])[NH:9][S:10](=[O:12])(=[O:11])[C:6]=2[CH:5]=[CH:4][CH:3]=1.N([O-])=[O:15].[Na+].S(=O)(=O)(O)O>Cl>[OH:15][C:2]1[C:7]2[C:8](=[O:13])[NH:9][S:10](=[O:12])(=[O:11])[C:6]=2[CH:5]=[CH:4][CH:3]=1 |f:1.2|. Procedure: A solution of 1,2-benzoisothiazol-3(2H)-one-1,1-dioxide-4-diazonium chloride, which was prepared by diazotization of 1.98 gm (10 mmols) of 4-amino-1,2-benzoisothiazol-3(2H)-one-1,1-dioxide with sodium nitrite in dilute hydrochloric acid, was reacted with 150 ml of aqueous 10% sulfuric acid, and the reaction mixture was heated on a water bath until the evolution of nitrogen had ceased. After cooling, the reaction mixture was strongly acidified with concentrated aqueous hydrochloric acid and extra... The reactants are C(CCC)C1=C(C(NC=N1)=O)CC1=CC=C(C=C1)C1=C(C=CC=C1)C(=O)OC (6-butyl-5-[(2'-methoxycarbonylbiphenyl-4-yl) methyl]pyrimidin-4-one), [OH-].[Na+] (NaOH), O.CCOCC (H2O Et2O). Run in CO (MeOH), O (H2O). Yields the product C(CCC)C1=C(C(NC=N1)=O)CC1=CC=C(C=C1)C1=C(C=CC=C1)C(=O)O (6-Butyl-5-[(2'-carboxybiphenyl-4-yl)methyl]pyrimidin-4-one). The yield is 86.6%. RXN SMILES: [OH-].[Na+].[CH2:3]([C:7]1[N:12]=[CH:11][NH:10][C:9](=[O:13])[C:8]=1[CH2:14][C:15]1[CH:20]=[CH:19][C:18]([C:21]2[CH:26]=[CH:25][CH:24]=[CH:23][C:22]=2[C:27]([O:29]C)=[O:28])=[CH:17][CH:16]=1)[CH2:4][CH2:5][CH3:6].O.CCOCC>O.CO>[CH2:3]([C:7]1[N:12]=[CH:11][NH:10][C:9](=[O:13])[C:8]=1[CH2:14][C:15]1[CH:20]=[CH:19][C:18]([C:21]2[CH:26]=[CH:25][CH:24]=[CH:23][C:22]=2[C:27]([OH:29])=[O:28])=[CH:17][CH:16]=1)[CH2:4][CH2:5][CH3:6] |f:0.1,3.4|. Procedure: 0.13 g of NaOH dissolved in 2 ml of H2O were added to a solution containing 0.42 g of 6-butyl-5-[(2'-methoxycarbonylbiphenyl-4-yl) methyl]pyrimidin-4-one in 10 ml of MeOH. After refluxing for 24 hours under stirring the solvent was evaporated. The residue was dissolved in H2O and extracted with Et2O. The aqueous phase was acidified to pH 3. The so obtained waxy solid was treated with a H2O/Et2O mixture. After filtering, 0.35 g of a white solid was obtained (yield 88%; m.p.=197°-200° C.). Reactants: solution, [OH-].[Na+] (NaOH), C(C)(C)(C)OC(=O)N1C2=C(C(=C1C1=CC=C(C=C1)Cl)C1CCCCC1)SC(=C2)C(=O)OC (methyl 4-(tert-butoxycarbonyl)-5-(4-chlorophenyl)-6-cyclohexyl-4H-thieno[3,2-b]pyrrole-2-carboxylate). The solvent is CO (MeOH), C(Cl)Cl.C(=O)(C(F)(F)F)O (DCM TFA). Run at time 10 minute. Yields the product ClC1=CC=C(C=C1)C1=C(C2=C(N1)C=C(S2)C(=O)O)C2CCCCC2 (5-(4-chlorophenyl)-6-cyclohexyl-4H-thieno[3,2-b]pyrrole-2-carboxylic acid). Yield: 53.0%. Reaction SMILES: C(OC([N:8]1[C:12]([C:13]2[CH:18]=[CH:17][C:16]([Cl:19])=[CH:15][CH:14]=2)=[C:11]([CH:20]2[CH2:25][CH2:24][CH2:23][CH2:22][CH2:21]2)[C:10]2[S:26][C:27]([C:29]([O:31]C)=[O:30])=[CH:28][C:9]1=2)=O)(C)(C)C.[OH-].[Na+]>C(Cl)Cl.C(O)(C(F)(F)F)=O.CO>[Cl:19][C:16]1[CH:15]=[CH:14][C:13]([C:12]2[NH:8][C:9]3[CH:28]=[C:27]([C:29]([OH:31])=[O:30])[S:26][C:10]=3[C:11]=2[CH:20]2[CH2:21][CH2:22][CH2:23][CH2:24][CH2:25]2)=[CH:18][CH:17]=1 |f:1.2,3.4|. Procedure: A solution (0.5 M) of methyl 4-(tert-butoxycarbonyl)-5-(4-chlorophenyl)-6-cyclohexyl-4H-thieno[3,2-b]pyrrole-2-carboxylate in DCM/TFA (1:1) was stirred at RT for 1 h. Evaporation of the solvent gave a solid that was dissolved in MeOH. The resulting solution (0.1N) was treated with aqueous NaOH (1 N solution, 12 eq.). The mixture was heated to reflux for 3 h then concentrated and acidified to pH 1 with aqueous HCl (1 N), the aqueous solution was diluted with MeCN and purified by RP-HPLC (Conditio...